This data is from the Open Reaction Database (ORD), a public repository of structured organic reaction records. The task is: describe an organic reaction: reactants, conditions, products, and yield The reactants are CCOc1cc2c(cc1C(C)=C(F)CO)C(C(C)C)=CC(C)(C)O2, C[N+]1([O-])CCOCC1. The product is CCOc1cc2c(cc1C(C)=C(F)C=O)C(C(C)C)=CC(C)(C)O2. As a reaction SMILES: [CH2:1]([CH3:2])[O:3][c:4]1[c:5]([C:19](=[C:20]([CH2:21][OH:22])[F:23])[CH3:24])[cH:6][c:7]2[c:12]([cH:13]1)[O:11][C:10]([CH3:14])([CH3:15])[CH:9]=[C:8]2[CH:16]([CH3:17])[CH3:18].[CH3:25][N+:26]1([O-:27])[CH2:28][CH2:29][O:30][CH2:31][CH2:32]1>>[CH2:1]([CH3:2])[O:3][c:4]1[c:5]([C:19](=[C:20]([CH:21]=[O:22])[F:23])[CH3:24])[cH:6][c:7]2[c:12]([cH:13]1)[O:11][C:10]([CH3:14])([CH3:15])[CH:9]=[C:8]2[CH:16]([CH3:17])[CH3:18].